From a dataset of the Open Reaction Database (ORD), a public repository of structured organic reaction records. describe an organic reaction: reactants, conditions, products, and yield Starting materials: Br, ClC(Cl)(Cl)Cl, CC(C)=CC1C(C(=O)O)C1(C)C, Cc1ccccc1, CC(C)(C#N)N=NC(C)(C)C#N. The product is CC(C)=CC1C(C(=O)O)C1(C)C. As a reaction SMILES: [Br:25].[C:33]([Cl:34])([Cl:35])([Cl:36])[Cl:37].[CH3:1][C:2]([CH3:3])=[CH:4][CH:5]1[CH:6]([C:7]([OH:8])=[O:9])[C:10]1([CH3:11])[CH3:12].[CH3:26][c:27]1[cH:28][cH:29][cH:30][cH:31][cH:32]1.[N:13]#[C:14][C:15]([N:16]=[N:17][C:18]([C:19]#[N:20])([CH3:21])[CH3:22])([CH3:23])[CH3:24]>>[CH3:1][C:2]([CH3:3])=[CH:4][CH:5]1[CH:6]([C:7](=[O:8])[OH:9])[C:10]1([CH3:11])[CH3:12]. Reactants: solution, CN(CCCl)C (2-dimethylaminoethyl chloride), COC1=CC=C(C=C1)C1C(C(NC2=C(C1)C(=CC=C2)C(F)(F)F)=O)CCC (1,3,4,5-tetrahydro-4-(4-methoxyphenyl)-3-propyl-6-(trifluoromethyl)-2H-1-benzazepin-2-one), Cl (hydrogen chloride), C([O-])(O)=O.[K+] (potassium bicarbonate), [I-].[K+] (potassium iodide), hydrochloride salt. Run in C1(=CC=CC=C1)C (toluene), CC(=O)CC (methylethyl ketone). Conditions: time 8 hour. The product is Cl.CN(CCN1C([C@H]([C@H](CC2=C1C=CC=C2C(F)(F)F)C2=CC=C(C=C2)OC)CCC)=O)C ((cis)-1-[2-(Dimethylamino)ethyl]-1,3,4,5-tetrahydro-4-(4-methoxyphenyl)-3-propyl-6-(trifluoromethyl)-2H-1-benzazepin-2-one, monohydrochloride). As a reaction SMILES: [CH3:1][O:2][C:3]1[CH:8]=[CH:7][C:6]([CH:9]2[CH2:15][C:14]3[C:16]([C:20]([F:23])([F:22])[F:21])=[CH:17][CH:18]=[CH:19][C:13]=3[NH:12][C:11](=[O:24])[CH:10]2[CH2:25][CH2:26][CH3:27])=[CH:5][CH:4]=1.C(=O)(O)[O-].[K+].[I-].[K+].[CH3:35][N:36]([CH3:40])[CH2:37][CH2:38][Cl:39].Cl>CC(CC)=O.C1(C)C=CC=CC=1>[ClH:39].[CH3:35][N:36]([CH3:40])[CH2:37][CH2:38][N:12]1[C:13]2[CH:19]=[CH:18][CH:17]=[C:16]([C:20]([F:21])([F:22])[F:23])[C:14]=2[CH2:15][C@H:9]([C:6]2[CH:7]=[CH:8][C:3]([O:2][CH3:1])=[CH:4][CH:5]=2)[C@H:10]([CH2:25][CH2:26][CH3:27])[C:11]1=[O:24] |f:1.2,3.4,9.10|. Reported procedure: To 1,3,4,5-tetrahydro-4-(4-methoxyphenyl)-3-propyl-6-(trifluoromethyl)-2H-1-benzazepin-2-one (4.23 g; 11.21 mmole), potassium bicarbonate (4.49 g; 44.8 mmole; 4 eq.), and potassium iodide (catalytic amount) suspended in methylethyl ketone (70 ml) was added a 2.15M solution of 2-dimethylaminoethyl chloride (12.6 ml; 27.0 mmole; 2.4 eq.) in toluene with stirring. The mixture was refluxed for 10.5 hours, then concentrated. The residue as dissolved into ethyl acetate and washed with water. The organ... The reactants are ClCCl, O=C(O)C(F)(F)F, C=CCN(Cc1ccccc1)C(=O)CN(Cc1ccccc1)C(=O)OC(C)(C)C. Yields the product C=CCN(Cc1ccccc1)C(=O)CNCc1ccccc1. As a reaction SMILES: [Cl:37][CH2:38][Cl:39].[F:1][C:2]([F:3])([F:4])[C:5]([OH:6])=[O:7].[O:8]=[C:9]([CH2:10][N:11]([C:12](=[O:13])[O:14][C:15]([CH3:16])([CH3:17])[CH3:18])[CH2:19][c:20]1[cH:21][cH:22][cH:23][cH:24][cH:25]1)[N:26]([CH2:27][CH:28]=[CH2:29])[CH2:30][c:31]1[cH:32][cH:33][cH:34][cH:35][cH:36]1>>[O:8]=[C:9]([CH2:10][NH:11][CH2:19][c:20]1[cH:21][cH:22][cH:23][cH:24][cH:25]1)[N:26]([CH2:27][CH:28]=[CH2:29])[CH2:30][c:31]1[cH:32][cH:33][cH:34][cH:35][cH:36]1. The reactants are COC([C@@H](NCC1=CC=CC=C1)C)=O (N-benzylalanine methyl ester). Solvent: O (water). The product is C(C1=CC=CC=C1)N[C@@H](C)C(=O)O (N-Benzylalanine). As a reaction SMILES: C[O:2][C:3](=[O:14])[C@H:4]([CH3:13])[NH:5][CH2:6][C:7]1[CH:12]=[CH:11][CH:10]=[CH:9][CH:8]=1>O>[CH2:6]([NH:5][C@H:4]([C:3]([OH:14])=[O:2])[CH3:13])[C:7]1[CH:12]=[CH:11][CH:10]=[CH:9][CH:8]=1. Procedure details: 333 g (1.72 mmol) of N-benzylalanine methyl ester (J. Chem. Soc. 4374 (1952)) are heated under reflux overnight with 860 ml of water. Product which has deposited is filtered off with suction and the filtrate is extracted once with tert.-butyl methyl ether. The aqueous solution is concentrated and the crystals obtained are dried over phosphorus pentoxide in a desiccator with the first crystal fraction. Starting materials: CCCCCCCCC(CO)CO, O, O=Cc1ccc(O)cc1, Cc1ccc(S(=O)(=O)O)cc1, c1ccccc1. Product: CCCCCCCCC1COC(c2ccc(O)cc2)OC1. As a reaction SMILES: [CH2:1]([CH2:2][CH2:3][CH2:4][CH2:5][CH2:6][CH2:7][CH3:8])[CH:9]([CH2:10][OH:11])[CH2:12][OH:13].[OH2:40].[OH:14][c:15]1[cH:16][cH:17][c:18]([CH:19]=[O:20])[cH:21][cH:22]1.[c:29]1([CH3:30])[cH:31][cH:32][c:33]([S:34]([OH:35])(=[O:36])=[O:37])[cH:38][cH:39]1.[cH:23]1[cH:24][cH:25][cH:26][cH:27][cH:28]1>>[CH2:1]([CH2:2][CH2:3][CH2:4][CH2:5][CH2:6][CH2:7][CH3:8])[CH:9]1[CH2:10][O:11][CH:19]([c:18]2[cH:17][cH:16][c:15]([OH:14])[cH:22][cH:21]2)[O:13][CH2:12]1. Reactants: O=C1C=C(NC=C1OCC1=CC=CC=C1)C=CC(=O)NN1C(NCC1)=O (3-[1,4-Dihydro-4-oxo-5-(phenylmethoxy)-2-pyridinyl]-N-(2-oxo-1-imidazolidinyl)-2-propenamide), CN(C(C(F)(F)F)=O)[Si](C)(C)C (N-methyl-N-(trimethylsilyl)trifluoroacetamide), ClS(=O)(=O)NC(=O)N1C([C@H](C1)NC(=O)OCC1=CC=CC=C1)=O ((S)-1-[[(chlorosulfonyl)amino]carbonyl]-3-[[(phenylmethoxy)carbonyl]amino]-2-azetidinone). Run in C(C)(=O)OCC (ethyl acetate), C(C)(=O)OCC (ethyl acetate). Reaction conditions: time 1 hour. Product: O=C1C=C(NC=C1OCC1=CC=CC=C1)C=CC(=O)NN1C(N(CC1)S(=O)(=O)NC(=O)N1C([C@H](C1)NC(OCC1=CC=CC=C1)=O)=O)=O ((3S)-[1-[[[[3-[[3-[1,4-Dihydro-4-oxo-5-(phenylmethoxy)-2-pyridinyl]-1-oxo-2-propenyl]amino]-2-oxo-1-imidazolidinyl]sulfonyl]amino]carbonyl]-2-oxo-3-azetidinyl]carbamic acid, phenylmethyl ester). RXN SMILES: [O:1]=[C:2]1[C:7]([O:8][CH2:9][C:10]2[CH:15]=[CH:14][CH:13]=[CH:12][CH:11]=2)=[CH:6][NH:5][C:4]([CH:16]=[CH:17][C:18]([NH:20][N:21]2[CH2:25][CH2:24][NH:23][C:22]2=[O:26])=[O:19])=[CH:3]1.CN([Si](C)(C)C)C(=O)C(F)(F)F.Cl[S:40]([NH:43][C:44]([N:46]1[CH2:49][C@H:48]([NH:50][C:51]([O:53][CH2:54][C:55]2[CH:60]=[CH:59][CH:58]=[CH:57][CH:56]=2)=[O:52])[C:47]1=[O:61])=[O:45])(=[O:42])=[O:41]>C(OCC)(=O)C>[O:1]=[C:2]1[C:7]([O:8][CH2:9][C:10]2[CH:11]=[CH:12][CH:13]=[CH:14][CH:15]=2)=[CH:6][NH:5][C:4]([CH:16]=[CH:17][C:18]([NH:20][N:21]2[CH2:25][CH2:24][N:23]([S:40]([NH:43][C:44]([N:46]3[CH2:49][C@H:48]([NH:50][C:51](=[O:52])[O:53][CH2:54][C:55]4[CH:56]=[CH:57][CH:58]=[CH:59][CH:60]=4)[C:47]3=[O:61])=[O:45])(=[O:41])=[O:42])[C:22]2=[O:26])=[O:19])=[CH:3]1. Reported procedure: 3-[1,4-Dihydro-4-oxo-5-(phenylmethoxy)-2-pyridinyl]-N-(2-oxo-1-imidazolidinyl)-2-propenamide (3.55 g) was suspended in 100 ml of ethyl acetate and 6.3 g of N-methyl-N-(trimethylsilyl)trifluoroacetamide was added. After stirring for 1 hour, a clear solution was obtained. The solution was then added within 10 minutes to a cooled solution (0° C.) of 3.3 g of (S)-1-[[(chlorosulfonyl)amino]carbonyl]-3-[[(phenylmethoxy)carbonyl]amino]-2-azetidinone in 50 ml of ethyl acetate. After stirring overnight, ...